From a dataset of the Open Reaction Database (ORD), a public repository of structured organic reaction records. describe an organic reaction: reactants, conditions, products, and yield Starting materials: FC1=C(C=CC=C1)NC(NC1=C(C=C(C=C1)CC(=O)OC1=C(C(=C(C(=C1F)F)F)F)F)OC)=O (pentafluorophenyl 4-[N′-(2-fluorophenyl)ureido]-3-methoxy-phenylacetate), N1C(CCC1)COC1=NC=C(C=C1)C(=O)OC (methyl 2-[(2-pyrrolidinyl)methoxy]pyridine-5-carboxylate). Solvent: CN(C)C=O (DMF), CCOCC (Et2O). Reaction conditions: time 1 hour. Product: FC1=C(C=CC=C1)NC(NC1=C(C=C(C=C1)CC(=O)N1C(CCC1)COC1=NC=C(C=C1)C(=O)OC)OC)=O (methyl 2-[[1-[4-[N′-(2-fluorophenyl)ureido]-3-methoxyphenylacetyl]-2-pyrrolidinyl]methoxy]pyridine-5-carboxylate). Reaction SMILES: [F:1][C:2]1[CH:7]=[CH:6][CH:5]=[CH:4][C:3]=1[NH:8][C:9](=[O:34])[NH:10][C:11]1[CH:16]=[CH:15][C:14]([CH2:17][C:18]([O:20]C2C(F)=C(F)C(F)=C(F)C=2F)=O)=[CH:13][C:12]=1[O:32][CH3:33].[NH:35]1[CH2:39][CH2:38][CH2:37][CH:36]1[CH2:40][O:41][C:42]1[CH:47]=[CH:46][C:45]([C:48]([O:50][CH3:51])=[O:49])=[CH:44][N:43]=1>CN(C=O)C.CCOCC>[F:1][C:2]1[CH:7]=[CH:6][CH:5]=[CH:4][C:3]=1[NH:8][C:9](=[O:34])[NH:10][C:11]1[CH:16]=[CH:15][C:14]([CH2:17][C:18]([N:35]2[CH2:39][CH2:38][CH2:37][CH:36]2[CH2:40][O:41][C:42]2[CH:47]=[CH:46][C:45]([C:48]([O:50][CH3:51])=[O:49])=[CH:44][N:43]=2)=[O:20])=[CH:13][C:12]=1[O:32][CH3:33]. Procedure: The mixture of pentafluorophenyl 4-[N′-(2-fluorophenyl)ureido]-3-methoxy-phenylacetate (314.8 mg, 0.650 mmol), methyl 2-[(2-pyrrolidinyl)methoxy]pyridine-5-carboxylate (146.2 mg, 0.619 mmol), Et3 N (103 ul, 0.743 mmol) in DMF (1.5 mL) was stirred for 1 hr at room temp. The mixture was diluted with Et2O, washed with brine, and dried over Na2SO4. The solvent was removed under a reduced pressure to afford methyl 2-[[1-[4-[N′-(2-fluorophenyl)ureido]-3-methoxyphenylacetyl]-2-pyrrolidinyl]methoxy]pyri... The product is COC(=O)C1CC1C1CCN(C(=O)OC(C)(C)C)CC1. Reactants: C[S+](C)(C)=O, CS(C)=O, COC(=O)C=CC1CCN(C(=O)OC(C)(C)C)CC1, [Cl-], [H-], [I-], [NH4+], [Na+]. RXN SMILES: [CH3:2][S+:3]([CH3:4])([CH3:5])=[O:6].[CH3:30][S:31]([CH3:32])=[O:33].[CH3:9][O:10][C:11]([CH:12]=[CH:13][CH:14]1[CH2:15][CH2:16][N:17]([C:20](=[O:21])[O:22][C:23]([CH3:24])([CH3:25])[CH3:26])[CH2:18][CH2:19]1)=[O:27].[Cl-:28].[H-:7].[I-:1].[NH4+:29].[Na+:8]>>[CH2:2]1[CH:12]([C:11]([O:10][CH3:9])=[O:27])[CH:13]1[CH:14]1[CH2:15][CH2:16][N:17]([C:20](=[O:21])[O:22][C:23]([CH3:24])([CH3:25])[CH3:26])[CH2:18][CH2:19]1. The reactants are CC(=O)Nc1ccc(O)cc1, Cc1ccc(C2CO2)cc1, CS(C)=O, [H-], [Na+], O. Product: CC(=O)Nc1ccc(OCC(O)c2ccc(C)cc2)cc1. As a reaction SMILES: [C:3]([CH3:4])(=[O:5])[NH:6][c:7]1[cH:8][cH:9][c:10]([OH:13])[cH:11][cH:12]1.[CH3:14][c:15]1[cH:16][cH:17][c:18]([CH:19]2[CH2:20][O:21]2)[cH:22][cH:23]1.[CH3:25][S:26]([CH3:27])=[O:28].[H-:1].[Na+:2].[OH2:24]>>[C:3]([CH3:4])(=[O:5])[NH:6][c:7]1[cH:8][cH:9][c:10]([O:13][CH2:20][CH:19]([c:18]2[cH:17][cH:16][c:15]([CH3:14])[cH:23][cH:22]2)[OH:21])[cH:11][cH:12]1. The reactants are O (water), COC1=CC=C(C(=O)C=2OC3=C(C2C)C(=C(C=C3CCC)CCC)O)C=C1 (2-(p-methoxybenzoyl)-3-methyl-4-hydroxy-5,7-dipropylbenzofuran), NN (hydrazine), [OH-].[K+] (potassium hydroxide). Run in C(CO)O (ethylene glycol). Reaction conditions: temperature 195 celsius. Product: COC1=CC=C(CC=2OC3=C(C2C)C(=C(C=C3CCC)CCC)O)C=C1 (2-(p-methoxybenzyl)-3-methyl-4- hydroxy-5,7-dipropylbenzofuran). Isolated yield 49.7%. As a reaction SMILES: [CH3:1][O:2][C:3]1[CH:27]=[CH:26][C:6]([C:7]([C:9]2[O:10][C:11]3[C:18]([CH2:19][CH2:20][CH3:21])=[CH:17][C:16]([CH2:22][CH2:23][CH3:24])=[C:15]([OH:25])[C:12]=3[C:13]=2[CH3:14])=O)=[CH:5][CH:4]=1.NN.[OH-].[K+].O>C(O)CO>[CH3:1][O:2][C:3]1[CH:4]=[CH:5][C:6]([CH2:7][C:9]2[O:10][C:11]3[C:18]([CH2:19][CH2:20][CH3:21])=[CH:17][C:16]([CH2:22][CH2:23][CH3:24])=[C:15]([OH:25])[C:12]=3[C:13]=2[CH3:14])=[CH:26][CH:27]=1 |f:2.3|. Procedure details: A mixture of 2-(p-methoxybenzoyl)-3-methyl-4-hydroxy-5,7-dipropylbenzofuran (0.30 gm; 0.80 mmoles), 99% hydrazine (0.2 mL), potassium hydroxide (0.40 gm; 7 mmoles) in ethylene glycol (10 mL) was heated at 140° C. for a period of 2.5 hours and at 195° C. for one hour. The reaction mixture was cooled, poured into water, and extracted with ethylacetate. The organic phase was washed with 20% citric acid, with brine, dried (Na2SO4), and concentrated in vacuo. The residue was chromatographed on silica... The reactants are C(#N)CS(=O)(=O)C1=C(C=C(C=C1)C(F)(F)F)NC(C)=O (N-(2-cyanomethylsulfonyl-5-trifluoromethylphenyl)-acetamide), 203, 223, 69, [K+].[Br-] (KBr), 224, 155. Run in CO (methanol). Yields the product CC1=C(S(C2=C(N1)C=C(C=C2)C(F)(F)F)(=O)=O)C#N (3-Methyl-6-trifluoromethyl-4H-1,4-benzothiazine-2-carbonitrile 1,1-dioxide). Reaction SMILES: [C:1]([CH2:3][S:4]([C:7]1[CH:12]=[CH:11][C:10]([C:13]([F:16])([F:15])[F:14])=[CH:9][C:8]=1[NH:17][C:18](=O)[CH3:19])(=[O:6])=[O:5])#[N:2].[K+].[Br-]>CO>[CH3:19][C:18]1[NH:17][C:8]2[CH:9]=[C:10]([C:13]([F:16])([F:15])[F:14])[CH:11]=[CH:12][C:7]=2[S:4](=[O:6])(=[O:5])[C:3]=1[C:1]#[N:2] |f:1.2|. Procedure: The title compound was prepared by base catalyzed ring closure of N-(2-cyanomethylsulfonyl-5-trifluoromethylphenyl)-acetamide by a procedure analogous to the procedure described in EXAMPLE 1 c); white flakes (from methanol), mp 329-333° C., 1H-NMR(CD3OD) δ (ppm): 8.20-8.10 (br d, 1H), 7.78-7.62 (m, 2H), 4.88 (br, H2O+NH), 2.52 (s, 3H); 13C-NMR (DMSO-d6) δ (ppm): 156.4, 135.6, 133.1 (q, J=33 Hz), 126.6, 124.2, 123.0 (CF3, J=273 Hz), 121.9 (J=3.4 Hz), 116.2 (J=4.5 Hz), 112.4 (C≡N), 86.3 20.4; IR (... Starting materials: CCOC(=O)Cn1ccc2ccc(OCc3cc(-c4ccc(C(F)(F)F)cc4)nn3CC(F)(F)F)cc21, [Li+], [OH-]. Yields the product O=C(O)Cn1ccc2ccc(OCc3cc(-c4ccc(C(F)(F)F)cc4)nn3CC(F)(F)F)cc21. RXN SMILES: [CH2:1]([CH3:2])[O:3][C:4]([CH2:5][n:6]1[cH:7][cH:8][c:9]2[cH:10][cH:11][c:12]([O:15][CH2:16][c:17]3[n:18]([CH2:32][C:33]([F:34])([F:35])[F:36])[n:19][c:20](-[c:22]4[cH:23][cH:24][c:25]([C:28]([F:29])([F:30])[F:31])[cH:26][cH:27]4)[cH:21]3)[cH:13][c:14]12)=[O:37].[Li+:39].[OH-:38]>>[O:3]=[C:4]([CH2:5][n:6]1[cH:7][cH:8][c:9]2[cH:10][cH:11][c:12]([O:15][CH2:16][c:17]3[n:18]([CH2:32][C:33]([F:34])([F:35])[F:36])[n:19][c:20](-[c:22]4[cH:23][cH:24][c:25]([C:28]([F:29])([F:30])[F:31])[cH:26][cH:27]4)[cH:21]3)[cH:13][c:14]12)[OH:37]. The reactants are CC(C)(C)OC(=O)NNc1ccc(NC(=O)c2ccc(Cl)cc2)c(NC(=O)OC(c2ccncc2)C2CCNCC2)c1, O=C(O)C(F)(F)F. Product: Nc1ccc(NC(=O)c2ccc(Cl)cc2)c(NC(=O)OC(c2ccncc2)C2CCNCC2)c1. RXN SMILES: [Cl:1][c:2]1[cH:3][cH:4][c:5]([C:6](=[O:7])[NH:8][c:9]2[c:10]([NH:24][C:25](=[O:26])[O:27][CH:28]([c:29]3[cH:30][cH:31][n:32][cH:33][cH:34]3)[CH:35]3[CH2:36][CH2:37][NH:38][CH2:39][CH2:40]3)[cH:11][c:12]([NH:15][NH:16][C:17]([O:18][C:19]([CH3:20])([CH3:21])[CH3:22])=[O:23])[cH:13][cH:14]2)[cH:41][cH:42]1.[OH:43][C:44]([C:45]([F:46])([F:47])[F:48])=[O:49]>>[Cl:1][c:2]1[cH:3][cH:4][c:5]([C:6](=[O:7])[NH:8][c:9]2[c:10]([NH:24][C:25](=[O:26])[O:27][CH:28]([c:29]3[cH:30][cH:31][n:32][cH:33][cH:34]3)[CH:35]3[CH2:36][CH2:37][NH:38][CH2:39][CH2:40]3)[cH:11][c:12]([NH2:15])[cH:13][cH:14]2)[cH:41][cH:42]1. Reactants: CCO, Cl, [K+], [K+], O=N[O-], Cc1cccc(O)c1N, [Na+], CCOC(=S)[S-], [OH-], O. Yields the product Cc1cccc(O)c1S. RXN SMILES: [CH3:25][CH2:26][OH:27].[ClH:5].[K+:21].[K+:23].[N:1]([O-:2])=[O:3].[NH2:6][c:7]1[c:8]([CH3:14])[cH:9][cH:10][cH:11][c:12]1[OH:13].[Na+:4].[O:15]([CH2:16][CH3:18])[C:19](=[S:17])[S-:20].[OH-:22].[OH2:24]>>[c:7]1([SH:17])[c:8]([CH3:14])[cH:9][cH:10][cH:11][c:12]1[OH:13]. Reactants: C1(CCCC1)C(C(=O)N[C@@H]1CN(CC1)CC1=CC=CC=C1)(C1=CC=CC=C1)O (2-cyclopentyl-2-hydroxy-N-[(3S)-1-benzyl-pyrrolidin-3-yl]-2-phenyl-acetamide). Reagents/catalysts: [Pd] (palladium on carbon), [Pd] (palladium on carbon). The solvent is CO (methanol), CO (methanol). Conditions: time 10 hour. Product: C1(CCCC1)C(C(=O)N[C@@H]1CNCC1)(C1=CC=CC=C1)O (2-cyclopentyl-2-hydroxy-N-[(3S)-pyrrolidin-3-yl]-2-phenylacetamide). Reaction SMILES: [CH:1]1([C:6]([OH:28])([C:22]2[CH:27]=[CH:26][CH:25]=[CH:24][CH:23]=2)[C:7]([NH:9][C@H:10]2[CH2:14][CH2:13][N:12](CC3C=CC=CC=3)[CH2:11]2)=[O:8])[CH2:5][CH2:4][CH2:3][CH2:2]1>CO.[Pd]>[CH:1]1([C:6]([OH:28])([C:22]2[CH:23]=[CH:24][CH:25]=[CH:26][CH:27]=2)[C:7]([NH:9][C@H:10]2[CH2:14][CH2:13][NH:12][CH2:11]2)=[O:8])[CH2:5][CH2:4][CH2:3][CH2:2]1. Procedure details: The compound 2-cyclopentyl-2-hydroxy-N-[(3S)-1-benzyl-pyrrolidin-3-yl]-2-phenyl-acetamide (0.8 g, 2.12 mM) was dissolved in methanol (20.0 ml) and 10% palladium on carbon (0.2 g) is added. After hydrogenating at room temperature for 10 hours at 65-70 psi, the second lot of 10% palladium on carbon (0.2 g) was added and hydrogenation was continued for 10 more hours at 65-70 psi at room temperature. The reaction mixture was diluted with methanol and filtered through a bed of hyflo. The filtrate was... Reactants: ClC1=C(C=C(C=C1)Cl)C(=O)C1CCNCC1 ((2,5-Dichloro-phenyl)-piperidin-4-yl-methanone), C(C)(C)(C)OC(N[C@@H]1CC[C@H](CC1)CC=O)=O (Trans-[4-(2-Oxo-ethyl)-cyclohexyl]-carbamic acid tert-butyl ester). Yields the product C(C)(C)(C)OC(N[C@@H]1CC[C@H](CC1)CCN1CCC(CC1)C(C1=C(C=CC(=C1)Cl)Cl)=O)=O (Trans (4-{2-[4-(2,5-Dichloro-benzoyl)-piperidin-1-yl]-ethyl}-cyclohexyl)-carbamic acid tert-butyl ester). RXN SMILES: [Cl:1][C:2]1[CH:7]=[CH:6][C:5]([Cl:8])=[CH:4][C:3]=1[C:9]([CH:11]1[CH2:16][CH2:15][NH:14][CH2:13][CH2:12]1)=[O:10].[C:17]([O:21][C:22](=[O:33])[NH:23][C@H:24]1[CH2:29][CH2:28][C@H:27]([CH2:30][CH:31]=O)[CH2:26][CH2:25]1)([CH3:20])([CH3:19])[CH3:18]>>[C:17]([O:21][C:22](=[O:33])[NH:23][C@H:24]1[CH2:25][CH2:26][C@H:27]([CH2:30][CH2:31][N:14]2[CH2:13][CH2:12][CH:11]([C:9](=[O:10])[C:3]3[CH:4]=[C:5]([Cl:8])[CH:6]=[CH:7][C:2]=3[Cl:1])[CH2:16][CH2:15]2)[CH2:28][CH2:29]1)([CH3:20])([CH3:19])[CH3:18]. Reported procedure: The title compound was prepared as described on example 1 from (2,5-Dichloro-phenyl)-piperidin-4-yl-methanone and Trans-[4-(2-Oxo-ethyl)-cyclohexyl]-carbamic acid tert-butyl ester (m/e): 483.5 (M+H+)